From a dataset of the Open Reaction Database (ORD), a public repository of structured organic reaction records. describe an organic reaction: reactants, conditions, products, and yield Reactants: C(C)(C)(C)OC(CC(C(CCCCCC1=CC=CC=C1)=O)NC([C@@H](NC([C@@H](NC([C@@H](NC(C)=O)CC1=CC=C(C=C1)O)=O)C(C)C)=O)C)=O)=O (N-(N-AcetylTyrosinyl-Valinyl-Alaninyl)-3-amino-4-oxo-9-phenyl nonanoic acid t-butyl ester), CC(=O)C.CCCCCC (acetone hexane). The solvent is C(Cl)Cl.C(=O)(C(F)(F)F)O (CH2Cl2 TFA). Conditions: time 30 minute. Product: C(C)(=O)N[C@@H](CC1=CC=C(C=C1)O)C(=O)N[C@@H](C(C)C)C(=O)N[C@@H](C)C(=O)NC(CC(=O)O)C(CCCCCC1=CC=CC=C1)=O (N-(N-AcetylTyrosinyl-Valinyl-Alaninyl)-3-amino-4-oxo-9-phenyl nonanoic acid). Yield: 93.2%. RXN SMILES: C([O:5][C:6](=[O:50])[CH2:7][CH:8]([NH:22][C:23](=[O:49])[C@H:24]([CH3:48])[NH:25][C:26](=[O:47])[C@H:27]([CH:44]([CH3:46])[CH3:45])[NH:28][C:29](=[O:43])[C@H:30]([CH2:35][C:36]1[CH:41]=[CH:40][C:39]([OH:42])=[CH:38][CH:37]=1)[NH:31][C:32](=[O:34])[CH3:33])[C:9](=[O:21])[CH2:10][CH2:11][CH2:12][CH2:13][CH2:14][C:15]1[CH:20]=[CH:19][CH:18]=[CH:17][CH:16]=1)(C)(C)C.CC(C)=O.CCCCCC>C(Cl)Cl.C(O)(C(F)(F)F)=O>[C:32]([NH:31][C@H:30]([C:29]([NH:28][C@H:27]([C:26]([NH:25][C@H:24]([C:23]([NH:22][CH:8]([C:9](=[O:21])[CH2:10][CH2:11][CH2:12][CH2:13][CH2:14][C:15]1[CH:16]=[CH:17][CH:18]=[CH:19][CH:20]=1)[CH2:7][C:6]([OH:50])=[O:5])=[O:49])[CH3:48])=[O:47])[CH:44]([CH3:46])[CH3:45])=[O:43])[CH2:35][C:36]1[CH:41]=[CH:40][C:39]([OH:42])=[CH:38][CH:37]=1)(=[O:34])[CH3:33] |f:1.2,3.4|. Procedure: N-(N-AcetylTyrosinyl-Valinyl-Alaninyl)-3-amino-4-oxo-9-phenyl nonanoic acid t-butyl ester (140 mg) was dissolved in a 1:1 mixture of CH2Cl2 /TFA (8 mL). The mixture was stirred at rt for 30 min and the solvent was reduced in vacuo. The residue was recrystilized from acetone/hexane to provide the acid (120 mg, 80%). Reactants: C(C1=CC=CC=C1)(=O)NNC1=CC=C(C=C1)N (1-Benzoyl-2-(4-aminophenyl)hydrazine), C1(=CC=CC=C1)N=C=S (phenyl isothiocyanate). Run in CCOCC (ether). Yields the product C(C1=CC=CC=C1)(=O)NNC1=CC=C(C=C1)NC(=S)NC1=CC=CC=C1 (1-[4-(2-Benzoylhydrazino)phenyl]-3-phenylthiourea). RXN SMILES: [C:1]([NH:9][NH:10][C:11]1[CH:16]=[CH:15][C:14]([NH2:17])=[CH:13][CH:12]=1)(=[O:8])[C:2]1[CH:7]=[CH:6][CH:5]=[CH:4][CH:3]=1.[C:18]1([N:24]=[C:25]=[S:26])[CH:23]=[CH:22][CH:21]=[CH:20][CH:19]=1>CCOCC>[C:1]([NH:9][NH:10][C:11]1[CH:12]=[CH:13][C:14]([NH:17][C:25]([NH:24][C:18]2[CH:23]=[CH:22][CH:21]=[CH:20][CH:19]=2)=[S:26])=[CH:15][CH:16]=1)(=[O:8])[C:2]1[CH:3]=[CH:4][CH:5]=[CH:6][CH:7]=1. Reported procedure: 1-Benzoyl-2-(4-aminophenyl)hydrazine (1.14 g, 0.005 mole) and phenyl isothiocyanate (2.7 g, 0.02 mole) were mixed together and heated until contents became fluid. Gentle warming was continued for a few minutes and the reaction mixture was then chilled and diluted with ether. After some stirring and scratching, the product precipitated from solution. It was filtered off, washed thoroughly with ether and dried. Yield 1.7 g (94%), m.p. 149°-151° C. Starting materials: C#C[Si](C)(C)C, CCNCC, ClCCl, CC(C)(C)OC(=O)N(C(=O)OC(C)(C)C)c1ncc(Br)cc1-c1nnnn1-c1cccc(F)c1F, [Cu]I. Yields the product CC(C)(C)OC(=O)N(C(=O)OC(C)(C)C)c1ncc(C#C[Si](C)(C)C)cc1-c1nnnn1-c1cccc(F)c1F. RXN SMILES: [C:36](#[CH:37])[Si:38]([CH3:39])([CH3:40])[CH3:41].[CH2:42]([NH:43][CH2:44][CH3:45])[CH3:46].[CH2:47]([Cl:48])[Cl:49].[CH3:1][C:2]([CH3:3])([O:4][C:5](=[O:6])[N:7]([c:8]1[n:9][cH:10][c:11]([Br:27])[cH:12][c:13]1-[c:14]1[n:15][n:16][n:17][n:18]1-[c:19]1[c:20]([F:26])[c:21]([F:25])[cH:22][cH:23][cH:24]1)[C:28](=[O:29])[O:30][C:31]([CH3:32])([CH3:33])[CH3:34])[CH3:35].[Cu:50][I:51]>>[CH3:1][C:2]([CH3:3])([O:4][C:5](=[O:6])[N:7]([c:8]1[n:9][cH:10][c:11]([C:37]#[C:36][Si:38]([CH3:39])([CH3:40])[CH3:41])[cH:12][c:13]1-[c:14]1[n:15][n:16][n:17][n:18]1-[c:19]1[c:20]([F:26])[c:21]([F:25])[cH:22][cH:23][cH:24]1)[C:28](=[O:29])[O:30][C:31]([CH3:32])([CH3:33])[CH3:34])[CH3:35]. The reactants are O (water), [I-].N1N=C(C=2CCC3=C(C12)C=CC=C3)C[N+](C)(C)C ((4,5-dihydro-1H-benzo[g]indazol-3-ylmethyl)-trimethylammonium iodide), C1(=CC=CC=C1)/C=C/C=1CCNCC1 (4-((E)-2-phenylethenyl)-1,2,3,6-tetrahydropyridine), C(C)(C)N(CC)C(C)C (diisopropylethylamine). Solvent: CN(C)C=O (DMF). Product: C1(=CC=CC=C1)/C=C/C=1CCN(CC1)CC1=NNC=2C3=C(CCC12)C=CC=C3 (3-(4-((E)-2-Phenylethenyl)-1,2,3,6 -tetrahydropyridin-1-ylmethyl)-4,5-dihydro-1H-benzo[g]indazole). RXN SMILES: [I-].[NH:2]1[C:10]2[C:9]3[CH:11]=[CH:12][CH:13]=[CH:14][C:8]=3[CH2:7][CH2:6][C:5]=2[C:4]([CH2:15][N+:16]([CH3:19])([CH3:18])C)=[N:3]1.[C:20]1(/[CH:26]=[CH:27]/[C:28]2[CH2:29]CNC[CH:33]=2)[CH:25]=[CH:24][CH:23]=[CH:22][CH:21]=1.C(N(C(C)C)CC)(C)C.O>CN(C=O)C>[C:20]1(/[CH:26]=[CH:27]/[C:28]2[CH2:29][CH2:19][N:16]([CH2:15][C:4]3[C:5]4[CH2:6][CH2:7][C:8]5[CH:14]=[CH:13][CH:12]=[CH:11][C:9]=5[C:10]=4[NH:2][N:3]=3)[CH2:18][CH:33]=2)[CH:25]=[CH:24][CH:23]=[CH:22][CH:21]=1 |f:0.1|. Reported procedure: A solution of (4,5-dihydro-1H-benzo[g]indazol-3-ylmethyl)-trimethylammonium iodide (0.20 g), 4-((E)-2-phenylethenyl)-1,2,3,6-tetrahydropyridine (0.085 g) and diisopropylethylamine (0.10 cm3) in DMF (10 cm3) was heated under nitrogen at 80° C. for 48 hours. The mixture was cooled, poured into water (50 cm3) and extracted with 10% ethyl acetate-diethyl ether (2×50 cm3). The extracts were dried (MgSO4), filtered and concentrated to give a brown oil. Preparative thin layer chromatography on silica g... Starting materials: C1=CC=CC=2C3=CC=CC=C3C(C12)COC(=O)NCC(=O)O (N-(9-fluorenylmethyloxycarbonyl)glycine), CCN=C=NCCCN(C)C (EDCI), C=1C=CC2=C(C1)N=NN2O (HOBt), NCC1CCN(CC1)C(=O)OC(C)(C)C (4-(aminomethyl)-1-(tert-butoxycarbonyl)piperidine). Run in ClCCl (dichloromethane), C(C)N(CC)CC (Triethylamine). Reaction conditions: time 18 hour. Product: C(C)(C)(C)OC(=O)N1CCC(CC1)CNC(CNC(=O)OCC1C2=CC=CC=C2C=2C=CC=CC12)=O (1-(tert-butoxycarbonyl)-4-[[N-(9-fluorenylmethyloxycarbonyl)glycyl]aminomethyl]piperidine). Yield: 43.6%. RXN SMILES: [CH:1]1[C:13]2[CH:12]([CH2:14][O:15][C:16]([NH:18][CH2:19][C:20](O)=[O:21])=[O:17])[C:11]3[C:6](=[CH:7][CH:8]=[CH:9][CH:10]=3)[C:5]=2[CH:4]=[CH:3][CH:2]=1.CCN=C=NCCCN(C)C.C1C=CC2N(O)N=NC=2C=1.[NH2:44][CH2:45][CH:46]1[CH2:51][CH2:50][N:49]([C:52]([O:54][C:55]([CH3:58])([CH3:57])[CH3:56])=[O:53])[CH2:48][CH2:47]1>ClCCl.C(N(CC)CC)C>[C:55]([O:54][C:52]([N:49]1[CH2:50][CH2:51][CH:46]([CH2:45][NH:44][C:20](=[O:21])[CH2:19][NH:18][C:16]([O:15][CH2:14][CH:12]2[C:11]3[CH:10]=[CH:9][CH:8]=[CH:7][C:6]=3[C:5]3[C:13]2=[CH:1][CH:2]=[CH:3][CH:4]=3)=[O:17])[CH2:47][CH2:48]1)=[O:53])([CH3:58])([CH3:57])[CH3:56]. Procedure: Triethylamine (3.51 g), N-(9-fluorenylmethyloxycarbonyl)glycine (7.93 g, 26.7 mmol), EDCI (3.80 g) and HOBt (4.33 g) were added to a dichloromethane (150 mL) solution of 4-(aminomethyl)-1-(tert-butoxycarbonyl)piperidine (5.72 g). The resulting reaction mixture was stirred at room temperature for 18 hours, then washed with water (100 mL×3) and brine (100 mL×2), dried over anhydrous sodium sulfate, concentrated and recrystallized from acetonitrile/methanol (150 mL/1 mL) at 0° C. to provide 1-(tert...